From a dataset of the Open Reaction Database (ORD), a public repository of structured organic reaction records. describe an organic reaction: reactants, conditions, products, and yield Starting materials: [H-].[Na+] (NaH), CI (methyl iodide), OC1(CCCCC1)C1=NC2=C3N=CC=CC3=CC=C2C=C1 (2-[(1-hydroxycyclohexyl)]-1,10-phenanthroline). Product: COC1(CCCCC1)C1=NC2=C3N=CC=CC3=CC=C2C=C1 (2-[(1-Methoxycyclohexyl)]-1,10-phenanthroline). Yield: 89.5%. Reaction SMILES: [H-].[Na+].[CH3:3]I.[OH:5][C:6]1([C:12]2[CH:25]=[CH:24][C:23]3[C:14](=[C:15]4[C:20](=[CH:21][CH:22]=3)[CH:19]=[CH:18][CH:17]=[N:16]4)[N:13]=2)[CH2:11][CH2:10][CH2:9][CH2:8][CH2:7]1>>[CH3:3][O:5][C:6]1([C:12]2[CH:25]=[CH:24][C:23]3[C:14](=[C:15]4[C:20](=[CH:21][CH:22]=3)[CH:19]=[CH:18][CH:17]=[N:16]4)[N:13]=2)[CH2:7][CH2:8][CH2:9][CH2:10][CH2:11]1 |f:0.1|. Procedure: Through use of General Procedure II, NaH (0.110 g 4.6 mmol), methyl iodide (0.65 mL, 4.6 mmol), and 2-[(1-hydroxycyclohexyl)]-1,10-phenanthroline (0.320 g, 1.15 mmol), prepared as described by Example 1, were reacted to provide 0.301 g (90% yield) of the title methyl ether as a colorless oil: 1H NMR (300 MHz, CDCl3) δ9.24 (dd, J=4.50, 1.80 Hz, Hp9), 8.25 (d, J=8.40 Hz, Hp4, dd, J=8.10, 2.40 Hz, Hp7), 7.96 (d, J=8.40 Hz, Hp3), 7.82 and 7.75 (two d, J=8.80 Hz, Hp5 and Hp6), 7.61 (dd, J=8.10, 4.50 ... Reactants: NC1=C(C(=NC(=C1F)C1=CC(=C(C=C1)Cl)F)C(=O)OC)I (Methyl 4-amino-6-(4-chloro-3-fluorophenyl)-5-fluoro-3-iodopicolinate), tetrakis triphenylphosphine palladium(0), C[Si](\C=C\[Sn](CCCC)(CCCC)CCCC)(C)C ((E)-trimethyl(2-(tributylstannyl)vinyl)silane). Procedure: Methyl 4-amino-6-(4-chloro-3-fluorophenyl)-5-fluoro-3-iodopicolinate (350 mg, 0.824 mmol), and tetrakis triphenylphosphine palladium(0) (95 mg, 0.082 mmol) were combined in a Biotage microwave reaction vessel that was then sealed and purged with nitrogen. (E)-trimethyl(2-(tributylstannyl)vinyl)silane (417 mg, 1.072 mmol) in dioxane (4122 μl) was added and the reaction mixture was heated in a microwave reactor at 120° C. for 30 min The cooled reaction mixture was diluted with ethyl acetate and wa... The solvent is CCOC(=O)C (EtOAc), C(C)(=O)OCC (ethyl acetate), O1CCOCC1 (dioxane). Product: NC1=C(C(=NC(=C1F)C1=CC(=C(C=C1)Cl)F)C(=O)OC)\C=C\[Si](C)(C)C ((E)-methyl 4-amino-6-(4-chloro-3-fluorophenyl)-5-fluoro-3-(2-(trimethylsilyl)vinyl)picolinate). As a reaction SMILES: [NH2:1][C:2]1[C:7]([F:8])=[C:6]([C:9]2[CH:14]=[CH:13][C:12]([Cl:15])=[C:11]([F:16])[CH:10]=2)[N:5]=[C:4]([C:17]([O:19][CH3:20])=[O:18])[C:3]=1I.[CH3:22][Si:23]([CH3:40])([CH3:39])/[CH:24]=[CH:25]/[Sn](CCCC)(CCCC)CCCC>O1CCOCC1.C(OCC)(=O)C>[NH2:1][C:2]1[C:7]([F:8])=[C:6]([C:9]2[CH:14]=[CH:13][C:12]([Cl:15])=[C:11]([F:16])[CH:10]=2)[N:5]=[C:4]([C:17]([O:19][CH3:20])=[O:18])[C:3]=1/[CH:25]=[CH:24]/[Si:23]([CH3:40])([CH3:39])[CH3:22]. Yield: 79.5%. Conditions: temperature 120 celsius. Reactants: CC(=O)O, O=C1CCN(C(=O)C2CCCCC2)CC1, NCc1ccccc1Oc1ccc(Cl)cc1. Yields the product O=C(C1CCCCC1)N1CCC(NCc2ccccc2Oc2ccc(Cl)cc2)CC1. As a reaction SMILES: [CH3:32][C:33](=[O:34])[OH:35].[CH:17]1([C:23](=[O:24])[N:25]2[CH2:26][CH2:27][C:28](=[O:31])[CH2:29][CH2:30]2)[CH2:18][CH2:19][CH2:20][CH2:21][CH2:22]1.[Cl:1][c:2]1[cH:3][cH:4][c:5]([O:6][c:7]2[c:8]([CH2:9][NH2:10])[cH:11][cH:12][cH:13][cH:14]2)[cH:15][cH:16]1>>[Cl:1][c:2]1[cH:3][cH:4][c:5]([O:6][c:7]2[c:8]([CH2:9][NH:10][CH:28]3[CH2:27][CH2:26][N:25]([C:23]([CH:17]4[CH2:18][CH2:19][CH2:20][CH2:21][CH2:22]4)=[O:24])[CH2:30][CH2:29]3)[cH:11][cH:12][cH:13][cH:14]2)[cH:15][cH:16]1. The reactants are CC1=NC(=CC=C1)C (2,6-dimethylpyridine), FC1=CC=C2C=C(N=C(C2=C1)N[C@@H]1CNCC1)C1=NNC(N1)=O ((S)-3-(7-fluoro-1-(pyrrolidin-3-ylamino)isoquinolin-3-yl)-1H-1,2,4-triazol-5(4H)-one), C(C=C)(=O)Cl (Acryloyl chloride). The solvent is C(Cl)Cl (DCM). Reaction conditions: temperature -40 celsius, time 30 minute. Product: C(C=C)(=O)N1C[C@H](CC1)NC1=NC(=CC2=CC=C(C=C12)F)C1=NNC(N1)=O ((S)-3-(1-((1-acryloylpyrrolidin-3-yl)amino)-7-fluoroisoquinolin-3-yl)-1H-1,2,4-triazol-5(4H)-one). Isolated yield 61.3%. RXN SMILES: [F:1][C:2]1[CH:11]=[C:10]2[C:5]([CH:6]=[C:7]([C:18]3[NH:22][C:21](=[O:23])[NH:20][N:19]=3)[N:8]=[C:9]2[NH:12][C@H:13]2[CH2:17][CH2:16][NH:15][CH2:14]2)=[CH:4][CH:3]=1.CC1C=CC=C(C)N=1.[C:32](Cl)(=[O:35])[CH:33]=[CH2:34]>C(Cl)Cl>[C:32]([N:15]1[CH2:16][CH2:17][C@H:13]([NH:12][C:9]2[C:10]3[C:5](=[CH:4][CH:3]=[C:2]([F:1])[CH:11]=3)[CH:6]=[C:7]([C:18]3[NH:22][C:21](=[O:23])[NH:20][N:19]=3)[N:8]=2)[CH2:14]1)(=[O:35])[CH:33]=[CH2:34]. Procedure: To a mixture of (S)-3-(7-fluoro-1-(pyrrolidin-3-ylamino)isoquinolin-3-yl)-1H-1,2,4-triazol-5(4H)-one (100 mg, 0.35 mmol) in DCM (10 mL) was added 2,6-dimethylpyridine (122 mg, 1.15 mmol). The resulting mixture was cooled to −40° C. Acryloyl chloride (45 mg, 0.49 mmol) was added dropwise and the reaction mixture was stirred at −40° C. for 30 minutes. The reaction was quenched with MeOH (5 mL) and the mixture concentrated in vacuo. The crude product was purified by preparative HPLC to give the tit... Starting materials: CNC(C)C, [Cl-], ClCCl, CN(C)C=O, CC(C)CN(C)c1cc2c(cc1C(F)(F)F)NC(=O)CC(c1cccc(-n3nncc3CO)c1)=N2, O=S(Cl)Cl. Yields the product CC(C)CN(C)c1cc2c(cc1C(F)(F)F)NC(=O)CC(c1cccc(-n3nncc3CN(C)C(C)C)c1)=N2. RXN SMILES: [CH:41]([CH3:42])([CH3:43])[NH:44][CH3:45].[Cl-:40].[Cl:46][CH2:47][Cl:48].[O:49]=[CH:50][N:51]([CH3:52])[CH3:53].[OH:1][CH2:2][c:3]1[cH:4][n:5][n:6][n:7]1-[c:8]1[cH:9][c:10]([C:14]2=[N:15][c:16]3[c:17]([cH:22][c:23]([C:32]([F:33])([F:34])[F:35])[c:24]([N:26]([CH3:27])[CH2:28][CH:29]([CH3:30])[CH3:31])[cH:25]3)[NH:18][C:19](=[O:21])[CH2:20]2)[cH:11][cH:12][cH:13]1.[S:36]([Cl:37])([Cl:38])=[O:39]>>[CH2:2]([c:3]1[cH:4][n:5][n:6][n:7]1-[c:8]1[cH:9][c:10]([C:14]2=[N:15][c:16]3[c:17]([cH:22][c:23]([C:32]([F:33])([F:34])[F:35])[c:24]([N:26]([CH3:27])[CH2:28][CH:29]([CH3:30])[CH3:31])[cH:25]3)[NH:18][C:19](=[O:21])[CH2:20]2)[cH:11][cH:12][cH:13]1)[N:44]([CH:41]([CH3:42])[CH3:43])[CH3:45].